From a dataset of the Open Reaction Database (ORD), a public repository of structured organic reaction records. describe an organic reaction: reactants, conditions, products, and yield Reactants: CN([SiH](C)C)[Si](C)(C)C, COCCOC, O=C1Cc2cc(Cl)ccc2N1, Nc1ccc2c(c1)C(=O)OC2, [Na]. Product: Nc1ccc2c(c1)C(=C1C(=O)Nc3ccc(Cl)cc31)OC2. Reaction SMILES: [CH3:12][SiH:13]([CH3:14])[N:15]([CH3:16])[Si:17]([CH3:18])([CH3:19])[CH3:20].[CH3:33][O:34][CH2:35][CH2:36][O:37][CH3:38].[Cl:1][c:2]1[cH:3][c:4]2[c:8]([cH:9][cH:10]1)[NH:7][C:6](=[O:11])[CH2:5]2.[NH2:22][c:23]1[cH:24][cH:25][c:26]2[c:31]([cH:32]1)[C:29](=[O:30])[O:28][CH2:27]2.[Na:21]>>[Cl:1][c:2]1[cH:3][c:4]2[c:8]([cH:9][cH:10]1)[NH:7][C:6](=[O:11])[C:5]2=[C:29]1[O:28][CH2:27][c:26]2[cH:25][cH:24][c:23]([NH2:22])[cH:32][c:31]21. The reactants are ClCC(=O)C1OC2=CC=C(C=C2CC1)F (2-chloro-1-(6-fluoro-3,4-dihydro-2H-chromen-2-yl)ethanone), [BH4-].[Na+] (NaBH4). Solvent: C(C)O (ethanol), O (water), ClCCl (dichloromethane). Run at temperature 0 celsius, time 2 hour. Yields the product ClCC(O)C1OC2=CC=C(C=C2CC1)F (2-chloro-1-(6-fluoro-3,4-dihydro-2H-chromen-2-yl) ethanol). The yield is 70.0%. Reaction SMILES: [Cl:1][CH2:2][C:3]([CH:5]1[CH2:14][CH2:13][C:12]2[C:7](=[CH:8][CH:9]=[C:10]([F:15])[CH:11]=2)[O:6]1)=[O:4].[BH4-].[Na+]>C(O)C.O.ClCCl>[Cl:1][CH2:2][CH:3]([CH:5]1[CH2:14][CH2:13][C:12]2[C:7](=[CH:8][CH:9]=[C:10]([F:15])[CH:11]=2)[O:6]1)[OH:4] |f:1.2|. Procedure: A solution under stirring of 2-chloro-1-(6-fluoro-3,4-dihydro-2H-chromen-2-yl)ethanone (0.33 g, 1.28 mmol, 88.4 A %) in ethanol (2.5 ml) was cooled to 0° C. under nitrogen. NaBH4 (60.1 mg, 1.59 mmol) was added to the solution and the reaction mixture stirred for 2 hours. After checking that the starting product had disappeared by GC, the mixture was diluted with demi water (7 ml) and dichloromethane (7 ml) and the phases separated. The organic stratum was dried under anhydrous sodium sulphate, f...